From a dataset of the Open Reaction Database (ORD), a public repository of structured organic reaction records. describe an organic reaction: reactants, conditions, products, and yield Product: N[C@@H]1[C@H](CC(C1)(F)F)NC(C1=C(C=CC=C1)N1N=CC=N1)=O (N-[(1S,2S)-2-Amino-4,4-difluorocyclopentyl]-2-(2H-1,2,3-triazol-2-yl)benzamide). Run in C(Cl)Cl (DCM), C(Cl)Cl (DCM). Reaction SMILES: [F:1][C:2]1([F:29])[CH2:6][C@H:5]([NH:7][C:8](=[O:20])[C:9]2[CH:14]=[CH:13][CH:12]=[CH:11][C:10]=2[N:15]2[N:19]=[CH:18][CH:17]=[N:16]2)[C@@H:4]([NH:21]S(C(C)(C)C)(=O)=O)[CH2:3]1.C1(OC)C=CC=CC=1.FC(F)(F)S(O)(=O)=O>C(Cl)Cl>[NH2:21][C@H:4]1[CH2:3][C:2]([F:29])([F:1])[CH2:6][C@@H:5]1[NH:7][C:8](=[O:20])[C:9]1[CH:14]=[CH:13][CH:12]=[CH:11][C:10]=1[N:15]1[N:16]=[CH:17][CH:18]=[N:19]1. Starting materials: FC1(C[C@@H]([C@H](C1)NC(C1=C(C=CC=C1)N1N=CC=N1)=O)NS(=O)(=O)C(C)(C)C)F (N-[(1S,2S)-4,4-difluoro-2-(2-methylpropane-2-sulfonamido)cyclopentyl]-2-(2H-1,2,3-triazol-2-yl)benzamide), C1(=CC=CC=C1)OC (anisole), FC(S(=O)(=O)O)(F)F (trifluoromethanesulfonic acid). Procedure details: To a solution of N-[(1S,2S)-4,4-difluoro-2-(2-methylpropane-2-sulfonamido)cyclopentyl]-2-(2H-1,2,3-triazol-2-yl)benzamide (1.7 g, 3.98 mmol) in DCM (100 ml) at 0° C. was added anisole (CAS number 100-66-3; 7.82 ml, 71.6 mmol) followed by the drop wise addition of trifluoromethanesulfonic acid in DCM (0.2M, 1.55 ml, 17.5 mmol). The reaction mixture was stirred at 0° C. for 1 hour and then at room temperature for 18 hours. The reaction mixture was quenched with sodium hydroxide (0.2M) until pH 11 ... Conditions: temperature 0 celsius, time 1 hour. Starting materials: ClC1=C(C=CC=C1)C1C(=C(NC(=C1C(=O)OC)C)COCC(=S)N)C(=O)OCC (2-{[4-(2-chlorophenyl)-3-ethoxycarbonyl-5-methoxycarbonyl-6-methyl-1,4-dihydropyridin-2-yl]methoxy}thioacetamide), BrCC(CCN1C(C=2C(C1=O)=CC=CC2)=O)=O (1-bromo-4-phthalimido-2-butanone). Solvent: C(C)O (ethanol). Yields the product ClC1=C(C=CC=C1)C1C(=C(NC(=C1C(=O)OC)C)COCC=1SC=C(N1)CCN1C(C=2C(C1=O)=CC=CC2)=O)C(=O)OCC (2-{[4-(2-chlorophenyl)-3-ethoxycarbonyl-5-methoxycarbonyl-6-methyl-1,4-dihydropyridin-2-yl]methoxymethyl}-4-(2-phthalimidoethyl)thiazole), hemihydrate. RXN SMILES: [Cl:1][C:2]1[CH:7]=[CH:6][CH:5]=[CH:4][C:3]=1[CH:8]1[C:13]([C:14]([O:16][CH3:17])=[O:15])=[C:12]([CH3:18])[NH:11][C:10]([CH2:19][O:20][CH2:21][C:22]([NH2:24])=[S:23])=[C:9]1[C:25]([O:27][CH2:28][CH3:29])=[O:26].Br[CH2:31][C:32](=O)[CH2:33][CH2:34][N:35]1[C:39](=[O:40])[C:38]2=[CH:41][CH:42]=[CH:43][CH:44]=[C:37]2[C:36]1=[O:45]>C(O)C>[Cl:1][C:2]1[CH:7]=[CH:6][CH:5]=[CH:4][C:3]=1[CH:8]1[C:13]([C:14]([O:16][CH3:17])=[O:15])=[C:12]([CH3:18])[NH:11][C:10]([CH2:19][O:20][CH2:21][C:22]2[S:23][CH:31]=[C:32]([CH2:33][CH2:34][N:35]3[C:39](=[O:40])[C:38]4=[CH:41][CH:42]=[CH:43][CH:44]=[C:37]4[C:36]3=[O:45])[N:24]=2)=[C:9]1[C:25]([O:27][CH2:28][CH3:29])=[O:26]. Procedure: A mixture of 2-{[4-(2-chlorophenyl)-3-ethoxycarbonyl-5-methoxycarbonyl-6-methyl-1,4-dihydropyridin-2-yl]methoxy}thioacetamide (2.19 g) and 1-bromo-4-phthalimido-2-butanone (1.48 g) in ethanol (50 ml) was heated under reflux for 4 hours and then evaporated. The residue was triturated with ether/hexane and the resulting solid collected, recrystallised from methanol and dried to give 2-{[4-(2-chlorophenyl)-3-ethoxycarbonyl-5-methoxycarbonyl-6-methyl-1,4-dihydropyridin-2-yl]methoxymethyl}-4-(2-phtha... The reactants are C(C1=CC=CC=C1)(=O)NC(=S)NC1CC2=CC=CC=C2C1 (1-Benzoyl-3-(2-indanyl)thiourea), [OH-].[Na+] (sodium hydroxide). Solvent: O (water). The product is C1C(CC2=CC=CC=C12)NC(=S)N (1-(2-Indanyl)thiourea). Reaction SMILES: C([NH:9][C:10]([NH:12][CH:13]1[CH2:21][C:20]2[C:15](=[CH:16][CH:17]=[CH:18][CH:19]=2)[CH2:14]1)=[S:11])(=O)C1C=CC=CC=1.[OH-].[Na+]>O>[CH2:14]1[C:15]2[C:20](=[CH:19][CH:18]=[CH:17][CH:16]=2)[CH2:21][CH:13]1[NH:12][C:10]([NH2:9])=[S:11] |f:1.2|. Procedure details: 1-Benzoyl-3-(2-indanyl)thiourea (0.931 g.) and sodium hydroxide (0.500 g.) were refluxed in water (6 ml.) for 10 minutes. The mixture was cooled, extracted into chloroform and the chloroform extracts washed with water, dried (MgSO4) and evaporated to give a white solid. Recrystallisation from ethanol/water afforded the title compound as platelets (0.647 g.), m.p. 155.0° C. The reactants are C1CCCCC1, CC(=O)O, CCOC(C)=O, COc1ccc(C(C)=O)cc1OC, [H-], [Na+]. Yields the product COc1ccc(C(=O)CC(C)=O)cc1OC. As a reaction SMILES: [CH2:3]1[CH2:4][CH2:5][CH2:6][CH2:7][CH2:8]1.[CH3:22][C:23]([OH:24])=[O:25].[CH3:26][CH2:27][O:28][C:29](=[O:30])[CH3:31].[CH3:9][O:10][c:11]1[cH:12][c:13]([C:19]([CH3:20])=[O:21])[cH:14][cH:15][c:16]1[O:17][CH3:18].[H-:1].[Na+:2]>>[CH3:9][O:10][c:11]1[cH:12][c:13]([C:19]([CH2:20][C:23]([CH3:22])=[O:24])=[O:21])[cH:14][cH:15][c:16]1[O:17][CH3:18].